Dataset: the Open Reaction Database (ORD), a public repository of structured organic reaction records. Task: describe an organic reaction: reactants, conditions, products, and yield The reactants are ClC=1C(=NC=C(C1)C(F)(F)F)N1N=CC2=CC(=C(C=C12)N)N (1-(3-chloro-5-trifluoromethylpyridin-2-yl)-5,6-diaminoindazole), N(=O)[O-].[Na+] (sodium nitrite). The solvent is C(C)(=O)O (acetic acid), O (water), O (water). Product: ClC=1C(=NC=C(C1)C(F)(F)F)N1NC=C2C=C3C(C=C12)=NN=N3 (5-(3-chloro-5-trifluoromethylpyridin-2-yl)[1,2,3]triazolo[4,5-f]indazole). The yield is 113.2%. RXN SMILES: [Cl:1][C:2]1[C:3]([N:12]2[C:20]3[C:15](=[CH:16][C:17]([NH2:22])=[C:18]([NH2:21])[CH:19]=3)[CH:14]=[N:13]2)=[N:4][CH:5]=[C:6]([C:8]([F:11])([F:10])[F:9])[CH:7]=1.[N:23]([O-])=O.[Na+]>C(O)(=O)C.O>[Cl:1][C:2]1[C:3]([N:12]2[C:20]3[C:15]([CH:16]=[C:17]4[N:22]=[N:23][N:21]=[C:18]4[CH:19]=3)=[CH:14][NH:13]2)=[N:4][CH:5]=[C:6]([C:8]([F:11])([F:9])[F:10])[CH:7]=1 |f:1.2|. Procedure details: To a solution of 1-(3-chloro-5-trifluoromethylpyridin-2-yl)-5,6-diaminoindazole [Compound No. 81] (5.0 g) in acetic acid (20 g), a solution of sodium nitrite (0.9 g) in water (3 ml) was added dropwise at room temperature. After completion of the reaction, the reaction mixture was poured into water, and the precipitated crystals were collected by filtration, washed and dried. The crystals were purified by silica gel column chromatography with hexane-ethyl acetate (4:1) to give 5-(3-chloro-5-trifl... Reactants: COC(=O)c1cc(Cl)ccc1NC(=O)COCC(=O)O, Nc1ccccc1-c1ccc(F)cc1. The product is COC(=O)c1cc(Cl)ccc1NC(=O)COCC(=O)Nc1ccccc1-c1ccc(F)cc1. Reaction SMILES: [Cl:15][c:16]1[cH:17][c:18]([C:31](=[O:32])[O:33][CH3:34])[c:19]([NH:22][C:23]([CH2:24][O:25][CH2:26][C:27](=[O:28])[OH:29])=[O:30])[cH:20][cH:21]1.[F:1][c:2]1[cH:3][cH:4][c:5](-[c:8]2[c:9]([NH2:14])[cH:10][cH:11][cH:12][cH:13]2)[cH:6][cH:7]1>>[F:1][c:2]1[cH:3][cH:4][c:5](-[c:8]2[c:9]([NH:14][C:27]([CH2:26][O:25][CH2:24][C:23]([NH:22][c:19]3[c:18]([C:31](=[O:32])[O:33][CH3:34])[cH:17][c:16]([Cl:15])[cH:21][cH:20]3)=[O:30])=[O:28])[cH:10][cH:11][cH:12][cH:13]2)[cH:6][cH:7]1.